Task: describe an organic reaction: reactants, conditions, products, and yield. Dataset: the Open Reaction Database (ORD), a public repository of structured organic reaction records The reactants are CC1(CC(=O)CC(=O)C1)C (dimedone), C(C=C)OC(=O)O[C@H](C)[C@@H]1[C@@H]2N(C(=C([C@@H]2C)CO)C(=O)OCC=C)C1=O (allyl (1S,5R,6S)-6-[(1R)-1-allyloxycarbonyloxyethyl]-2-hydroxymethyl-1-methyl-1-carbapen-2-em-3-carboxylate), C(C=C)OC(=O)NCCNC(=O)C=1N2C(SC1)=CN=C2 (3-[N-(2-allyloxycarbonylaminoethyl)carbamoyl]imidazo[5,1-b]thiazole). Yields the product O[C@H](C)[C@@H]1[C@@H]2N(C(=C([C@@H]2C)CN2C=[N+]3C(SC=C3C(NCCN)=O)=C2)C(=O)[O-])C1=O ((1S,5R,6S)-6-[(1R)-1-hydroxyethyl]-2-[3-[N-(2-aminoethyl)carbamoyl]imidazo[5,1-b]thiazolium-6-yl]methyl-1-methyl-1-carbapen-2-em-3-carboxylate). Yield: 5.4%. RXN SMILES: CC1(C)CC(=O)CC(=O)C1.C(OC([O:17][C@@H:18]([C@H:20]1[C:35](=[O:36])[N:22]2[C:23]([C:29]([O:31]CC=C)=[O:30])=[C:24]([CH2:27]O)[C@H:25]([CH3:26])[C@H:21]12)[CH3:19])=O)C=C.C(OC([NH:43][CH2:44][CH2:45][NH:46][C:47]([C:49]1[N:50]2[CH:56]=[N:55][CH:54]=[C:51]2[S:52][CH:53]=1)=[O:48])=O)C=C>>[OH:17][C@@H:18]([C@H:20]1[C:35](=[O:36])[N:22]2[C:23]([C:29]([O-:31])=[O:30])=[C:24]([CH2:27][N:55]3[CH:54]=[C:51]4[S:52][CH:53]=[C:49]([C:47](=[O:48])[NH:46][CH2:45][CH2:44][NH2:43])[N+:50]4=[CH:56]3)[C@H:25]([CH3:26])[C@H:21]12)[CH3:19]. Procedure: The same procedure as in Example 1 was repeated except that dimedone was used as a trapping agent in a deprotective reaction, and 145 mg of allyl (1S,5R,6S)-6-[(1R)-1-allyloxycarbonyloxyethyl]-2-hydroxymethyl-1-methyl-1-carbapen-2-em-3-carboxylate and 340 mg of 3-[N-(2-allyloxycarbonylaminoethyl)carbamoyl]imidazo[5,1-b]thiazole were used, thereby obtaining 9.3 mg of the title compound.